From a dataset of the Open Reaction Database (ORD), a public repository of structured organic reaction records. describe an organic reaction: reactants, conditions, products, and yield Reactants: O=C1CCC(=O)N1Br, O=C(OOC(=O)c1ccccc1)c1ccccc1, ClC(Cl)(Cl)Cl, CCc1cnc(Cl)nc1. Product: CC(Br)c1cnc(Cl)nc1. RXN SMILES: [Br:10][N:11]1[C:12](=[O:13])[CH2:14][CH2:15][C:16]1=[O:17].[C:18]([O:19][O:20][C:21](=[O:22])[c:23]1[cH:24][cH:25][cH:26][cH:27][cH:28]1)(=[O:29])[c:30]1[cH:31][cH:32][cH:33][cH:34][cH:35]1.[C:36]([Cl:37])([Cl:38])([Cl:39])[Cl:40].[Cl:1][c:2]1[n:3][cH:4][c:5]([CH2:8][CH3:9])[cH:6][n:7]1>>[Cl:1][c:2]1[n:3][cH:4][c:5]([CH:8]([CH3:9])[Br:10])[cH:6][n:7]1.